From a dataset of the Open Reaction Database (ORD), a public repository of structured organic reaction records. describe an organic reaction: reactants, conditions, products, and yield The reactants are ClC1=CC=C(C[C@H](C(=O)N2C3CC(CC2CC3)N(C(=O)N(CC)CC)C3CCCCC3)NC(OC(C)(C)C)=O)C=C1 (tert-butyl [(1R)-1-(4-chlorobenzyl)-2-(3-{cyclohexyl[(diethylamino)carbonyl]amino}-8-azabicyclo[3.2.1]oct-8-yl)-2-oxoethyl]carbamate). Run in C(C)OCC (diethyl ether), Cl (hydrochloric acid), Cl (hydrochloric acid), C(C)OCC (diethyl ether). Conditions: time 3 hour. Product: ClC1=CC=C(C[C@@H](N)C(=O)N2C3CC(CC2CC3)N(C(=O)N(CC)CC)C3CCCCC3)C=C1 (N-[8-(4-chloro-D-phenylalanyl)-8-azabicyclo[3.2.1]oct-3-yl]-N-cyclohexyl-N′,N′-diethylurea). The yield is 87.4%. Reaction SMILES: [Cl:1][C:2]1[CH:41]=[CH:40][C:5]([CH2:6][C@@H:7]([NH:32]C(=O)OC(C)(C)C)[C:8]([N:10]2[CH:15]3[CH2:16][CH2:17][CH:11]2[CH2:12][CH:13]([N:18]([CH:26]2[CH2:31][CH2:30][CH2:29][CH2:28][CH2:27]2)[C:19]([N:21]([CH2:24][CH3:25])[CH2:22][CH3:23])=[O:20])[CH2:14]3)=[O:9])=[CH:4][CH:3]=1>Cl.C(OCC)C>[Cl:1][C:2]1[CH:3]=[CH:4][C:5]([CH2:6][C@H:7]([C:8]([N:10]2[CH:15]3[CH2:16][CH2:17][CH:11]2[CH2:12][CH:13]([N:18]([CH:26]2[CH2:27][CH2:28][CH2:29][CH2:30][CH2:31]2)[C:19]([N:21]([CH2:22][CH3:23])[CH2:24][CH3:25])=[O:20])[CH2:14]3)=[O:9])[NH2:32])=[CH:40][CH:41]=1. Procedure: 1.42 g of tert-butyl [(1R)-1-(4-chlorobenzyl)-2-(3-{cyclohexyl[(diethylamino)carbonyl]amino}-8-azabicyclo[3.2.1]oct-8-yl)-2-oxoethyl]carbamate are placed in 12 ml of 2N hydrochloric acid in diethyl ether. The reaction medium is stirred at ambient temperature for 3 h. 5 ml of 2N hydrochloric acid in diethyl ether are added and stirring is maintained for 16 h. After evaporation to dryness, the crude obtained is chromatographed on silica gel, elution being carried out with a 95/5/0.5 mixture of dic... Reactants: [Mn](=O)(=O)(=O)[O-].[K+] (potassium permanganate), O (water), FC1=C(C(=CC=C1)[N+](=O)[O-])C (2-fluoro-6-nitrotoluene). Product: FC1=C(C(=O)O)C(=CC=C1)[N+](=O)[O-] (2-Fluoro-6-nitrobenzoic acid). Reaction SMILES: [Mn]([O-])(=O)(=O)=[O:2].[K+].[F:7][C:8]1[CH:13]=[CH:12][CH:11]=[C:10]([N+:14]([O-:16])=[O:15])[C:9]=1[CH3:17].[OH2:18]>>[F:7][C:8]1[CH:13]=[CH:12][CH:11]=[C:10]([N+:14]([O-:16])=[O:15])[C:9]=1[C:17]([OH:2])=[O:18] |f:0.1|. Procedure: To a stirring suspension of potassium permanganate (102 g, 0.65 mol) in water (1.4 L) was added 2-fluoro-6-nitrotoluene. The reaction was heated at reflux for 4 h, cooled to room temperature, filtered, and washed with diethyl ether. The aqueous phase was acidified to pH 2 with concentrated hydrochloric acid and extracted with ethyl acetate. The organic phase was washed with brine, dried over magnesium sulfate, filtered, and concentrated in vacuo to give 11.81 g (40%). Reactants: C(C)(C)(C)OC(=O)N1CCC(CC1)(OCC1=NC2=C(N1COCC[Si](C)(C)C)C=C(C(=C2)F)F)C2=CC=C(C=C2)Br (4-(4-bromo-phenyl)-4-[5,6-difluoro-1-(2-trimethylsilanyl-ethoxymethyl)-1H-benzoimidazol-2-ylmethoxy]-piperidine-1-carboxylic acid tert-butyl ester), C(#N)C=1C=C(C=CC1)B(O)O (3-cyanophenylboronic acid), C1(=CC=CC=C1)C (toluene), C(=O)([O-])[O-].[Na+].[Na+] (Na2CO3). The reagents and catalysts are C=1C=CC(=CC1)[P](C=2C=CC=CC2)(C=3C=CC=CC3)[Pd]([P](C=4C=CC=CC4)(C=5C=CC=CC5)C=6C=CC=CC6)([P](C=7C=CC=CC7)(C=8C=CC=CC8)C=9C=CC=CC9)[P](C=1C=CC=CC1)(C=1C=CC=CC1)C=1C=CC=CC1 (Pd(PPh3)4). Run in C(C)O (ethanol), C(C)(=O)OCC (ethyl acetate). Conditions: temperature 80 celsius. Product: C(C)(C)(C)OC(=O)N1CCC(CC1)(OCC1=NC2=C(N1COCC[Si](C)(C)C)C=C(C(=C2)F)F)C2=CC=C(C=C2)C2=CC(=CC=C2)C#N (4-(3′-cyano-biphenyl-4-yl)-4-[5,6-difluoro-1-(2-trimethylsilanyl-ethoxymethyl)-1H-benzoimidazol-2-ylmethoxy]-piperidine-1-carboxylic acid tert-butyl ester). Isolated yield 34.6%. As a reaction SMILES: [C:1]([O:5][C:6]([N:8]1[CH2:13][CH2:12][C:11]([C:35]2[CH:40]=[CH:39][C:38](Br)=[CH:37][CH:36]=2)([O:14][CH2:15][C:16]2[N:20]([CH2:21][O:22][CH2:23][CH2:24][Si:25]([CH3:28])([CH3:27])[CH3:26])[C:19]3[CH:29]=[C:30]([F:34])[C:31]([F:33])=[CH:32][C:18]=3[N:17]=2)[CH2:10][CH2:9]1)=[O:7])([CH3:4])([CH3:3])[CH3:2].[C:42]([C:44]1[CH:45]=[C:46](B(O)O)[CH:47]=[CH:48][CH:49]=1)#[N:43].C1(C)C=CC=CC=1.C([O-])([O-])=O.[Na+].[Na+]>C(OCC)(=O)C.C1C=CC([P]([Pd]([P](C2C=CC=CC=2)(C2C=CC=CC=2)C2C=CC=CC=2)([P](C2C=CC=CC=2)(C2C=CC=CC=2)C2C=CC=CC=2)[P](C2C=CC=CC=2)(C2C=CC=CC=2)C2C=CC=CC=2)(C2C=CC=CC=2)C2C=CC=CC=2)=CC=1.C(O)C>[C:1]([O:5][C:6]([N:8]1[CH2:13][CH2:12][C:11]([C:35]2[CH:40]=[CH:39][C:38]([C:48]3[CH:47]=[CH:46][CH:45]=[C:44]([C:42]#[N:43])[CH:49]=3)=[CH:37][CH:36]=2)([O:14][CH2:15][C:16]2[N:20]([CH2:21][O:22][CH2:23][CH2:24][Si:25]([CH3:28])([CH3:27])[CH3:26])[C:19]3[CH:29]=[C:30]([F:34])[C:31]([F:33])=[CH:32][C:18]=3[N:17]=2)[CH2:10][CH2:9]1)=[O:7])([CH3:4])([CH3:3])[CH3:2] |f:3.4.5,^1:75,77,96,115|. Procedure details: A mixture of 0.116 g of 4-(4-bromo-phenyl)-4-[5,6-difluoro-1-(2-trimethylsilanyl-ethoxymethyl)-1H-benzoimidazol-2-ylmethoxy]-piperidine-1-carboxylic acid tert-butyl ester 61 (˜0.18 mmol, 1 eq), 0.032 g of 3-cyanophenylboronic acid (0.215 mmol, 1.2 eq), and 0.040 g of Pd(PPh3)4 (0.036 mmol, 20 mol %) with 3 mL of toluene, 2 mL of ethanol and 1 mL of 2M aqueous Na2CO3 was heated at 80° C. for 20 h. The reaction was allowed to cool to room temperature, diluted with 25 mL of ethyl acetate and washed... The reactants are BrCC(CO)(CO)CBr (2,2-bis-(bromomethyl)propane-1,3-diol), OC1=CC=C(C(=O)C2=CC=CC=C2)C=C1 (4-hydroxybenzophenone), BrCC1(COC1)CO (3-Bromomethyl-3-hydroxymethyloxetane), [H-].[Na+] (sodium hydride). Run in C1CCOC1 (THF). Reaction conditions: temperature 50 celsius. Yields the product OCC1(COC1)COC1=CC=C(C=C1)C(=O)C1=CC=CC=C1 ((4-{[3-(hydroxymethyl)oxetan-3-yl]methoxy}phenyl)(phenyl)methanone). Reaction SMILES: [OH:1][C:2]1[CH:15]=[CH:14][C:5]([C:6]([C:8]2[CH:13]=[CH:12][CH:11]=[CH:10][CH:9]=2)=[O:7])=[CH:4][CH:3]=1.[H-].[Na+].Br[CH2:19][C:20]1([CH2:24][OH:25])[CH2:23][O:22][CH2:21]1.BrCC(CBr)(CO)CO>C1COCC1>[OH:25][CH2:24][C:20]1([CH2:19][O:1][C:2]2[CH:3]=[CH:4][C:5]([C:6]([C:8]3[CH:13]=[CH:12][CH:11]=[CH:10][CH:9]=3)=[O:7])=[CH:14][CH:15]=2)[CH2:23][O:22][CH2:21]1 |f:1.2|. Reported procedure: Dissolve 4-hydroxybenzophenone in anhydrous THF and treat it with equimolar quantity of sodium hydride at 0° C. for 2 h. Stir and warm the suspension to 50° C. and treat it with an equimolar quantity of 3-Bromomethyl-3-hydroxymethyloxetane (readily prepared in one step by method described in U.S. Pat. No. 5,489,700 or Tet. Lett. 2011, 52, p. 565-567 from commercially available 2,2-bis-(bromomethyl)propane-1,3-diol). Stir overnight at 50° C., filter the reaction mixture, evaporate the filtrate to...